The task is: describe an organic reaction: reactants, conditions, products, and yield. This data is from the Open Reaction Database (ORD), a public repository of structured organic reaction records. Starting materials: aldehyde, C1=CC(=C[N+](=C1)[C@H]2[C@@H]([C@@H]([C@H](O2)COP(=O)(O)OP(=O)(O)OC[C@@H]3[C@H]([C@H]([C@@H](O3)N4C=NC5=C4N=CN=C5N)O)O)O)O)C(=O)N (nicotineamide adenine dinucleotide), C=1N=C(C2=C(N1)N(C=N2)[C@H]3[C@@H]([C@@H]([C@H](O3)COP(=O)(O)OP(=O)(O)OC[C@@H]4[C@H]([C@H]([C@@H](O4)N5C=CCC(=C5)C(=O)N)O)O)O)O)N (NADH). Yields the product N1=CN=C2N=CNC2=C1N (adenine). Reaction SMILES: C1C=[N+]([C@@H]2O[C@H](COP(OP(OC[C@H]3O[C@@H]([N:28]4[C:32]5[N:33]=[CH:34][N:35]=[C:36]([NH2:37])[C:31]=5[N:30]=[CH:29]4)[C@H](O)[C@@H]3O)(O)=O)(O)=O)[C@@H](O)[C@H]2O)C=C(C(N)=O)C=1.C1N=C(N)C2N=CN([C@@H]3O[C@H](COP(OP(OC[C@H]4O[C@@H](N5C=C(C(N)=O)CC=C5)[C@H](O)[C@@H]4O)(O)=O)(O)=O)[C@@H](O)[C@H]3O)C=2N=1>>[N:35]1[C:36]([NH2:37])=[C:31]2[C:32]([N:28]=[CH:29][NH:30]2)=[N:33][CH:34]=1. Procedure details: reacting hydrogen peroxide with alcohol in the presence of catalase to form an aldehyde, reacting the aldehyde with the reduced form of nicotineamide adenine dinucleotide (hereinafter referred to as NADH) to form nicotineamide adenine dinucloeotide (hereinafter referred to as NAD) and determining NAD colorimetrically. The reactants are [Si](C)(C)(C(C)(C)C)OCCC1=CC(=C(S1)Cl)C=O (5-(2-(tert-butyldimethylsilyloxy)ethyl)-2-chlorothiophene-3-carbaldehyde), [H][H] (hydrogen). Reagents/catalysts: [O-2].[O-2].[Mn+4] (manganese dioxide), [Pd] (palladium on carbon). The solvent is C(C)O (ethanol), C(C)N(CC)CC (triethylamine), C(Cl)Cl (DCM). Product: [Si](C)(C)(C(C)(C)C)OCCC1=CC(=CS1)C=O (5-(2-(tert-butyldimethylsilyloxy)ethyl)thiophene-3-carbaldehyde). As a reaction SMILES: [Si:1]([O:8][CH2:9][CH2:10][C:11]1[S:15][C:14](Cl)=[C:13]([CH:17]=[O:18])[CH:12]=1)([C:4]([CH3:7])([CH3:6])[CH3:5])([CH3:3])[CH3:2].[H][H]>C(O)C.C(N(CC)CC)C.[Pd].C(Cl)Cl.[O-2].[O-2].[Mn+4]>[Si:1]([O:8][CH2:9][CH2:10][C:11]1[S:15][CH:14]=[C:13]([CH:17]=[O:18])[CH:12]=1)([C:4]([CH3:6])([CH3:7])[CH3:5])([CH3:3])[CH3:2] |f:6.7.8|. Reported procedure: 5-(2-(tert-butyldimethylsilyloxy)ethyl)-2-chlorothiophene-3-carbaldehyde (0.8 g) (example 278, step b) in a mixture of ethanol (50 mL) and triethylamine (0.91 mL) with 10% palladium on carbon catalyst (0.28 g) was stirred vigorously under 4 bar pressure of hydrogen for 18 hours. The mixture was filtered through celite and the filter pad washed with ethanol (50 mL). The combined filtrate and washings were evaporated and azeotroped with toluene (20 mL) to give a yellow oil. The oil was dissolved i... The reactants are N1CCC(CC1)C(=O)C1=CC=C(C2=CC=CC=C12)Br (4-bromo-1-naphthyl 4-piperidyl ketone), Cl.N1CCC(CC1)C(=O)C1=CC2=CC=C(C=C2C=C1)Cl (6-chloro-2-naphthyl 4-piperidyl ketone hydrochloride). The product is BrC1=CC=C(C2=CC=CC=C12)C(O)C1CCNCC1 (α(4-bromo-1-naphthyl)-4-piperidinemethanol). RXN SMILES: [NH:1]1[CH2:6][CH2:5][CH:4]([C:7]([C:9]2[C:18]3[C:13](=[CH:14][CH:15]=[CH:16][CH:17]=3)[C:12]([Br:19])=[CH:11][CH:10]=2)=[O:8])[CH2:3][CH2:2]1.Cl.N1CCC(C(C2C=CC3C(=CC=C(Cl)C=3)C=2)=O)CC1>>[Br:19][C:12]1[C:13]2[C:18](=[CH:17][CH:16]=[CH:15][CH:14]=2)[C:9]([CH:7]([CH:4]2[CH2:3][CH2:2][NH:1][CH2:6][CH2:5]2)[OH:8])=[CH:10][CH:11]=1 |f:1.2|. Procedure: When in the procedure of Example 9, 4-bromo-1-naphthyl 4-piperidyl ketone is substituted for 6-chloro-2-naphthyl 4-piperidyl ketone hydrochloride, α(4-bromo-1-naphthyl)-4-piperidinemethanol is obtained. Reactants: CC1=CC=NC=2CCCCC12 (5,6,7,8-Tetrahydro-4-methylquinoline), C(CCC)[Li] (n-butyl lithium), C(CCC)[Li] (n-butyl lithium), C[Si](C)(C)Cl (trimethylsilyl chloride), Cl (HCl). Solvent: O1CCCC1 (tetrahydrofuran), O1CCCC1 (THF), O1CCCC1 (THF), O1CCCC1 (THF). Run at temperature 0 celsius. The product is CC1=CC=NC=2\C(\CCCC12)=C(\C)/C1=CC=C(C=C1)C (Z-5,6,7,8-Tetrahydro-4-methyl-8-(1-(4-methylphenyl)ethylidene)quinoline). RXN SMILES: [CH3:1][C:2]1[C:11]2[CH2:10][CH2:9][CH2:8][CH2:7][C:6]=2[N:5]=[CH:4][CH:3]=1.[CH2:12]([Li])[CH2:13][CH2:14][CH3:15].C[Si](Cl)(C)C.Cl>O1CCCC1>[CH3:1][C:2]1[C:11]2[CH2:10][CH2:9][CH2:8]/[C:7](=[C:14](/[C:13]3[CH:12]=[CH:1][C:2]([CH3:11])=[CH:3][CH:4]=3)\[CH3:15])/[C:6]=2[N:5]=[CH:4][CH:3]=1. Procedure details: 5,6,7,8-Tetrahydro-4-methylquinoline (7.5 g) in tetrahydrofuran (THF) (25 ml) was added to a solution of n-butyl lithium (1.37M, 37 ml) in THF (40 ml) maintained at 0° C. After 30 minutes the solution was blown over with nitrogen onto a solution of trimethylsilyl chloride (5.6 g) in THF (25 ml) at 0° C. Further n-butyl lithium (1.37M, 37 ml) was added and after 30 minutes the reaction mixture was blown over with nitrogen onto 4-methylacetophenone (15 g) in THF (25 ml) at 0° C. After 10 minutes 2... Reactants: CNC(=O)C(NC(=O)c1nc(C(=O)c2ccccc2)n2c1CNCC2)C(C)(C)C, CNC(=O)C(NC(=O)c1nc(-c2ccccc2)n2c1CN(C)CC2)C(C)(C)C. The product is CNC(=O)C(NC(=O)c1nc(C(=O)c2ccccc2)n2c1CN(C)CC2)C(C)(C)C. RXN SMILES: [C:29]([c:30]1[cH:31][cH:32][cH:33][cH:34][cH:35]1)(=[O:36])[c:37]1[n:38]2[c:43]([c:44]([C:45]([NH:46][CH:47]([C:48]([CH3:49])([CH3:50])[CH3:51])[C:52]([NH:53][CH3:54])=[O:55])=[O:56])[n:57]1)[CH2:42][NH:41][CH2:40][CH2:39]2.[CH3:1][C:2]([CH:3]([C:4](=[O:5])[NH:6][CH3:7])[NH:8][C:9](=[O:10])[c:11]1[n:12][c:13](-[c:21]2[cH:22][cH:23][cH:24][cH:25][cH:26]2)[n:14]2[c:15]1[CH2:16][N:17]([CH3:20])[CH2:18][CH2:19]2)([CH3:27])[CH3:28]>>[CH3:1][C:2]([CH:3]([C:4](=[O:5])[NH:6][CH3:7])[NH:8][C:9](=[O:10])[c:11]1[n:12][c:13]([C:29]([c:30]2[cH:31][cH:32][cH:33][cH:34][cH:35]2)=[O:36])[n:14]2[c:15]1[CH2:16][N:17]([CH3:20])[CH2:18][CH2:19]2)([CH3:27])[CH3:28].